Dataset: the Open Reaction Database (ORD), a public repository of structured organic reaction records. Task: describe an organic reaction: reactants, conditions, products, and yield Starting materials: BrC1=C(OC2=C(C=C(C(=O)NCC=3C(=NC(=CC3C)C)O)C=C2)Cl)C=CC=C1 (4-(2-Bromophenoxy)-3-chloro-N-((2-hydroxy-4,6-dimethylpyridin-3-yl)methyl)benzamide), N1=CC=C(C=C1)B(O)O (pyridin-4-ylboronic acid), C([O-])([O-])=O.[Na+].[Na+] (sodium carbonate), O1CCOCC1 (dioxane). The reagents and catalysts are C=1C=CC(=CC1)[P](C=2C=CC=CC2)(C=3C=CC=CC3)[Pd]([P](C=4C=CC=CC4)(C=5C=CC=CC5)C=6C=CC=CC6)([P](C=7C=CC=CC7)(C=8C=CC=CC8)C=9C=CC=CC9)[P](C=1C=CC=CC1)(C=1C=CC=CC1)C=1C=CC=CC1 (tetrakis(triphenylphosphine)palladium). The solvent is O (water). Run at temperature 90 celsius, time 12 hour. The product is ClC=1C=C(C(=O)NCC=2C(=NC(=CC2C)C)O)C=CC1OC1=C(C=CC=C1)C1=CC=NC=C1 (3-chloro-N-((2-hydroxy-4,6-dimethylpyridin-3-yl)methyl)-4-(2-(pyridin-4-yl)phenoxy)benzamide). The yield is 32.6%. Reaction SMILES: Br[C:2]1[CH:28]=[CH:27][CH:26]=[CH:25][C:3]=1[O:4][C:5]1[CH:23]=[CH:22][C:8]([C:9]([NH:11][CH2:12][C:13]2[C:14]([OH:21])=[N:15][C:16]([CH3:20])=[CH:17][C:18]=2[CH3:19])=[O:10])=[CH:7][C:6]=1[Cl:24].[N:29]1[CH:34]=[CH:33][C:32](B(O)O)=[CH:31][CH:30]=1.C(=O)([O-])[O-].[Na+].[Na+].O1CCOCC1>C1C=CC([P]([Pd]([P](C2C=CC=CC=2)(C2C=CC=CC=2)C2C=CC=CC=2)([P](C2C=CC=CC=2)(C2C=CC=CC=2)C2C=CC=CC=2)[P](C2C=CC=CC=2)(C2C=CC=CC=2)C2C=CC=CC=2)(C2C=CC=CC=2)C2C=CC=CC=2)=CC=1.O>[Cl:24][C:6]1[CH:7]=[C:8]([CH:22]=[CH:23][C:5]=1[O:4][C:3]1[CH:25]=[CH:26][CH:27]=[CH:28][C:2]=1[C:32]1[CH:33]=[CH:34][N:29]=[CH:30][CH:31]=1)[C:9]([NH:11][CH2:12][C:13]1[C:14]([OH:21])=[N:15][C:16]([CH3:20])=[CH:17][C:18]=1[CH3:19])=[O:10] |f:2.3.4,^1:53,55,74,93|. Reported procedure: 4-(2-Bromophenoxy)-3-chloro-N-((2-hydroxy-4,6-dimethylpyridin-3-yl)methyl)benzamide (90 mg, 0.2 mmol), pyridin-4-ylboronic acid (48 mg, 0.4 mmol), tetrakis(triphenylphosphine)palladium (45 mg, 0.04 mmol), sodium carbonate (62 mg, 0.6 mmol), dioxane (8 mL) and water (2 mL) were added to a flask. The mixture was stirred at 90° C. for 12 hours under nitrogen atmosphere. The resultant mixture was concentrated to give a residue. The residue was purified by column chromatography (silica gel, dichlorom...